This data is from the Open Reaction Database (ORD), a public repository of structured organic reaction records. The task is: describe an organic reaction: reactants, conditions, products, and yield Starting materials: CN1N=C(C=C1C)CO ((1,5-dimethyl-1H-pyrazol-3-yl)methanol), S(=O)(Cl)Cl (thionyl chloride). Run in C(Cl)Cl (DCM). Conditions: time 3 hour. The product is Cl.ClCC1=NN(C(=C1)C)C (3-(chloromethyl)-1,5-dimethyl-1H-pyrazole hydrochloride). The yield is 101.8%. Reaction SMILES: [CH3:1][N:2]1[C:6]([CH3:7])=[CH:5][C:4]([CH2:8]O)=[N:3]1.S(Cl)([Cl:12])=O>C(Cl)Cl>[ClH:12].[Cl:12][CH2:8][C:4]1[CH:5]=[C:6]([CH3:7])[N:2]([CH3:1])[N:3]=1 |f:3.4|. Procedure details: To (1,5-dimethyl-1H-pyrazol-3-yl)methanol (5.01 g, 39.71 mmol) in DCM (80 mL) at 0° C. was cautiously added thionyl chloride (25 mL, 343.6 mmol). The cold bath was removed and the reaction mixture was stirred at ambient temperature for 3 hours. The reaction mixture was concentrated under reduced pressure to give crude product (7.32 g). The reactants are CC(NC(=O)OCc1ccccc1)C(=O)O, C1CCOC1, CC1(C)NCC(=O)N1, C(=NC1CCCCC1)=NC1CCCCC1. Yields the product CC(NC(=O)OCc1ccccc1)C(=O)N1CC(=O)NC1(C)C. As a reaction SMILES: [CH2:1]([c:2]1[cH:3][cH:4][cH:5][cH:6][cH:7]1)[O:8][C:9](=[O:10])[NH:11][CH:12]([CH3:13])[C:14](=[O:15])[OH:16].[CH2:40]1[O:41][CH2:42][CH2:43][CH2:44]1.[CH3:17][C:18]1([CH3:24])[NH:19][CH2:20][C:21](=[O:23])[NH:22]1.[CH:25]1([N:26]=[C:27]=[N:28][CH:29]2[CH2:30][CH2:31][CH2:32][CH2:33][CH2:34]2)[CH2:35][CH2:36][CH2:37][CH2:38][CH2:39]1>>[CH2:1]([c:2]1[cH:3][cH:4][cH:5][cH:6][cH:7]1)[O:8][C:9](=[O:10])[NH:11][CH:12]([CH3:13])[C:14](=[O:16])[N:19]1[C:18]([CH3:17])([CH3:24])[NH:22][C:21](=[O:23])[CH2:20]1. The reactants are C(C)N(C(C)C)C(C)C (N-ethyldiisopropylamine), BrCCC (1-bromopropane), NCC1=NC(=NO1)C=1N=CN2C1CN(C(C1=C2C=CS1)=O)C (3-(5-aminomethyl-1,2,4-oxadiazol-3-yl)-5-methyl-5,6-dihydro-4H-imidazo[1,5-a]thieno[2,3-f][1,4]diazepin-6-one). Solvent: CN(C=O)C (dimethylformamide). Run at time 1 hour. Product: C(CC)N(CCC)CC1=NC(=NO1)C=1N=CN2C1CN(C(C1=C2C=CS1)=O)C (3-(5-dipropylaminomethyl-1,2,4-oxadiazol-3-yl)-5-methyl-5,6-dihydro-4H-imidazo[1,5-a]thieno[2,3-f][1,4]diazepin-6-one). Isolated yield 49.0%. As a reaction SMILES: C(N(C(C)C)[CH:4]([CH3:6])[CH3:5])C.Br[CH2:11][CH2:12][CH3:13].[NH2:14][CH2:15][C:16]1[O:20][N:19]=[C:18]([C:21]2[N:22]=[CH:23][N:24]3[C:30]4[CH:31]=[CH:32][S:33][C:29]=4[C:28](=[O:34])[N:27]([CH3:35])[CH2:26][C:25]=23)[N:17]=1>CN(C)C=O>[CH2:11]([N:14]([CH2:15][C:16]1[O:20][N:19]=[C:18]([C:21]2[N:22]=[CH:23][N:24]3[C:30]4[CH:31]=[CH:32][S:33][C:29]=4[C:28](=[O:34])[N:27]([CH3:35])[CH2:26][C:25]=23)[N:17]=1)[CH2:5][CH2:4][CH3:6])[CH2:12][CH3:13]. Procedure details: 7 ml (23 mmol)of N-ethyldiisopropylamine and 0.9 ml (9.9 mmol) of 1-bromopropane were added to a solution of 1.5 g (4.74 mmol) of 3-(5-aminomethyl-1,2,4-oxadiazol-3-yl)-5-methyl-5,6-dihydro-4H-imidazo[1,5-a]thieno[2,3-f][1,4]diazepin-6-one in 40 ml of dimethylformamide and the mixture was stirred at 70° for 1 hour. The reaction solution was subsequently evaporated, whereupon the residue was partitioned between methylene chloride and 2N sodium carbonate solution. The aqueous phase was washed thre... Reactants: C(C)OC=1C=C(C=CC1OC)C(O)C1=CC2=C(N(N=N2)C)C=C1 ((3-ethoxy-4-methoxy-phenyl)-(1-methyl-1H-benzotriazol-5-yl)-methanol). The reagents and catalysts are O=[Mn]=O (MnO2), O=[Mn]=O (MnO2). Run in C(Cl)Cl (methylene chloride). Conditions: time 18 hour. Yields the product C(C)OC=1C=C(C=CC1OC)C(=O)C1=CC2=C(N(N=N2)C)C=C1 ((3-ethoxy-4-methoxy-phenyl)-(1-methyl-1H-benzotriazol-5-yl)-methanone), 2. Isolated yield 58.0%. Reaction SMILES: [CH2:1]([O:3][C:4]1[CH:5]=[C:6]([CH:12]([C:14]2[CH:23]=[CH:22][C:17]3[N:18]([CH3:21])[N:19]=[N:20][C:16]=3[CH:15]=2)[OH:13])[CH:7]=[CH:8][C:9]=1[O:10][CH3:11])[CH3:2]>C(Cl)Cl.O=[Mn]=O>[CH2:1]([O:3][C:4]1[CH:5]=[C:6]([C:12]([C:14]2[CH:23]=[CH:22][C:17]3[N:18]([CH3:21])[N:19]=[N:20][C:16]=3[CH:15]=2)=[O:13])[CH:7]=[CH:8][C:9]=1[O:10][CH3:11])[CH3:2]. Reported procedure: A mixture of (3-ethoxy-4-methoxy-phenyl)-(1-methyl-1H-benzotriazol-5-yl)-methanol from above and MnO2 (2.5 g, 29 mmol) in methylene chloride (40 mL) was stirred at room temperature for 18 h. More MnO2 (1.5 g) was added and kept for overnight. The suspension was filtered thru a pad of Celite. Removal of solvent gave (3-ethoxy-4-methoxy-phenyl)-(1-methyl-1H-benzotriazol-5-yl)-methanone as an off-white solid (1.12 g, 58% yield 2 step): 1H NMR (CDCl3) δ 1.49 (t, J=7 Hz, 3H, CH3), 3.97 (s, 3H, CH3), ... The reactants are ClC=1C(=NC=NC1Cl)N (5,6-dichloropyrimidin-4-amine), N1=CC(=CC(=C1)N)N (pyridine-3,5-diamine), O(C1=CC=CC=C1)C1=CC=C(C=C1)B(O)O ((4-phenoxyphenyl)boronic acid), C(C=C)(=O)Cl (acryloyl chloride). The product is NC1=C(C(=NC=N1)NC=1C=C(C=NC1)NC(C=C)=O)C1=CC=C(C=C1)OC1=CC=CC=C1 (N-(5-((6-amino-5-(4-phenoxyphenyl)pyrimidin-4-yl)amino)pyridin-3-yl)acrylamide). As a reaction SMILES: Cl[C:2]1[C:3]([NH2:9])=[N:4][CH:5]=[N:6][C:7]=1Cl.[N:10]1[CH:15]=[C:14]([NH2:16])[CH:13]=[C:12]([NH2:17])[CH:11]=1.[O:18]([C:25]1[CH:30]=[CH:29][C:28](B(O)O)=[CH:27][CH:26]=1)[C:19]1[CH:24]=[CH:23][CH:22]=[CH:21][CH:20]=1.[C:34](Cl)(=[O:37])[CH:35]=[CH2:36]>>[NH2:9][C:3]1[N:4]=[CH:5][N:6]=[C:7]([NH:16][C:14]2[CH:13]=[C:12]([NH:17][C:34](=[O:37])[CH:35]=[CH2:36])[CH:11]=[N:10][CH:15]=2)[C:2]=1[C:22]1[CH:23]=[CH:24][C:19]([O:18][C:25]2[CH:30]=[CH:29][CH:28]=[CH:27][CH:26]=2)=[CH:20][CH:21]=1. Procedure details: N-(5-((6-amino-5-(4-phenoxyphenyl)pyrimidin-4-yl)amino)pyridin-3-yl)acrylamide was prepared from 5,6-dichloropyrimidin-4-amine, pyridine-3,5-diamine, (4-phenoxyphenyl)boronic acid, and acryloyl chloride using methods J, C, and F. HPLC: 100%. MS: m/z=425 [M+H]+. Starting materials: [O-]CC.[Na+] (sodium ethoxide), C(C(=O)OCC)(=O)OCC (diethyl oxalate), C1(=CC=CC=C1)S(=O)(=O)N1C(=CC=C1)C(C)=O (1-[1-(phenylsulfonyl)pyrrol-2-yl]-1-ethanone), Cl.N(N)C=1C=CC(=NC1)OC (5-hydrazino-2-methoxypyridine hydrochloride), resultant mixture. Run in C(C)O (ethanol), C(C)O (ethanol). Conditions: time 5 hour. Product: COC1=CC=C(C=N1)N1N=C(C=C1C=1NC=CC1)C(=O)O (1-(6-Methoxy-3-pyridyl)-5-(pyrrol-2-yl)pyrazole-3-carboxylic acid). Yield: 68.0%. Reaction SMILES: [C:1](OCC)(=O)[C:2]([O:4]CC)=[O:3].C1(S([N:20]2[CH:24]=[CH:23][CH:22]=[C:21]2[C:25](=O)[CH3:26])(=O)=O)C=CC=CC=1.[O-]CC.[Na+].Cl.[NH:33]([C:35]1[CH:36]=[CH:37][C:38]([O:41][CH3:42])=[N:39][CH:40]=1)[NH2:34]>C(O)C>[CH3:42][O:41][C:38]1[N:39]=[CH:40][C:35]([N:33]2[C:25]([C:21]3[NH:20][CH:24]=[CH:23][CH:22]=3)=[CH:26][C:1]([C:2]([OH:4])=[O:3])=[N:34]2)=[CH:36][CH:37]=1 |f:2.3,4.5|. Procedure: Under cooling with ice, diethyl oxalate (3.10 mL) and 1-[1-(phenylsulfonyl)pyrrol-2-yl]-1-ethanone (2.49 g) were added to sodium ethoxide (1.63 g) in ethanol (20 mL), followed by stirring at room temperature for 5 hours. To the reaction mixture, 5-hydrazino-2-methoxypyridine hydrochloride (2.52 g) obtained from Referential Example 1 and ethanol (20 mL) were added, and the resultant mixture was refluxed under heat for 14.5 hours, and then cooled in air. The reaction solvent was removed under redu...